This data is from the Open Reaction Database (ORD), a public repository of structured organic reaction records. The task is: describe an organic reaction: reactants, conditions, products, and yield Reactants: ClCCl, CCN(C(C)C)C(C)C, O=S(=O)(Cl)CCCCl, COc1ccc(F)cc1C(=O)c1cnc(NC2CCNCC2)nc1N. Yields the product COc1ccc(F)cc1C(=O)c1cnc(NC2CCN(S(=O)(=O)CCCCl)CC2)nc1N. As a reaction SMILES: [CH2:43]([Cl:44])[Cl:45].[CH:34]([N:35]([CH:36]([CH3:37])[CH3:38])[CH2:39][CH3:40])([CH3:41])[CH3:42].[Cl:26][CH2:27][CH2:28][CH2:29][S:30](=[O:31])(=[O:32])[Cl:33].[NH2:1][c:2]1[n:3][c:4]([NH:19][CH:20]2[CH2:21][CH2:22][NH:23][CH2:24][CH2:25]2)[n:5][cH:6][c:7]1[C:8](=[O:9])[c:10]1[c:11]([O:17][CH3:18])[cH:12][cH:13][c:14]([F:16])[cH:15]1>>[NH2:1][c:2]1[n:3][c:4]([NH:19][CH:20]2[CH2:21][CH2:22][N:23]([S:30]([CH2:29][CH2:28][CH2:27][Cl:26])(=[O:31])=[O:32])[CH2:24][CH2:25]2)[n:5][cH:6][c:7]1[C:8](=[O:9])[c:10]1[c:11]([O:17][CH3:18])[cH:12][cH:13][c:14]([F:16])[cH:15]1. Starting materials: Cn1ncc2c1Nc1ccccc1NC2, CN(C)c1ccncc1, Cc1cc(C(=O)O)ccc1CC(=O)N1CCN(CC2CCC2)CC1, CCN(C(C)C)C(C)C, ClCCl. Product: Cc1cc(C(=O)N2Cc3cnn(C)c3Nc3ccccc32)ccc1CC(=O)N1CCN(CC2CCC2)CC1. Reaction SMILES: [CH3:25][n:26]1[n:27][cH:28][c:29]2[c:35]1[NH:34][c:33]1[c:32]([cH:39][cH:38][cH:37][cH:36]1)[NH:31][CH2:30]2.[CH3:49][N:50]([c:51]1[cH:52][cH:53][n:54][cH:55][cH:56]1)[CH3:57].[CH:1]1([CH2:5][N:6]2[CH2:7][CH2:8][N:9]([C:12]([CH2:13][c:14]3[c:15]([CH3:23])[cH:16][c:17]([C:18](=[O:19])[OH:20])[cH:21][cH:22]3)=[O:24])[CH2:10][CH2:11]2)[CH2:2][CH2:3][CH2:4]1.[CH:40]([N:41]([CH2:42][CH3:43])[CH:44]([CH3:45])[CH3:46])([CH3:47])[CH3:48].[Cl:58][CH2:59][Cl:60]>>[CH:1]1([CH2:5][N:6]2[CH2:7][CH2:8][N:9]([C:12]([CH2:13][c:14]3[c:15]([CH3:23])[cH:16][c:17]([C:18](=[O:19])[N:31]4[CH2:30][c:29]5[cH:28][n:27][n:26]([CH3:25])[c:35]5[NH:34][c:33]5[c:32]4[cH:39][cH:38][cH:37][cH:36]5)[cH:21][cH:22]3)=[O:24])[CH2:10][CH2:11]2)[CH2:2][CH2:3][CH2:4]1. Procedure: 3-Methyl-4-methylsulfanylphenol (1.00 g) was dissolved in dichloromethane (10 ml) to prepare a solution. Pyridine (724 mg) and acetyl chloride (615 mg) were added to the solution, and the mixture was stirred at room temperature overnight. The solvent was removed by distillation under the reduced pressure. Water was then added to the residue, and the mixture was extracted with chloroform. The chloroform layer was washed with water and was dried over anhydrous magnesium sulfate. The solvent was re... Reaction conditions: time 8 hour. The solvent is ClCCl (dichloromethane). Reactants: N1=CC=CC=C1 (Pyridine), C(C)(=O)Cl (acetyl chloride), CC=1C=C(C=CC1SC)O (3-Methyl-4-methylsulfanylphenol). Product: C(C)(=O)OC1=CC(=C(C=C1)SC)C (3-methyl-4-methylsulfanyl-phenyl acetate). As a reaction SMILES: [CH3:1][C:2]1[CH:3]=[C:4]([OH:10])[CH:5]=[CH:6][C:7]=1[S:8][CH3:9].N1C=CC=CC=1.[C:17](Cl)(=[O:19])[CH3:18]>ClCCl>[C:17]([O:10][C:4]1[CH:5]=[CH:6][C:7]([S:8][CH3:9])=[C:2]([CH3:1])[CH:3]=1)(=[O:19])[CH3:18]. Isolated yield 78.6%.